From a dataset of the Open Reaction Database (ORD), a public repository of structured organic reaction records. describe an organic reaction: reactants, conditions, products, and yield The reactants are B(Br)(Br)Br (BBr3), CO (methanol), C(CC)N1CC=2C=CC=C3C2C(C1)C=1C=CC(=C(C1O3)OC)OC (N-propyl-8,9-dimethoxy-1,2,3,11b-tetrahydrochromeno-(4,3,2-de)-isoquinoline), B(Br)(Br)Br (BBr3). Run at temperature -78 celsius, time 8 hour. As a reaction SMILES: [CH2:1]([N:4]1[CH2:13][CH:12]2[C:14]3[CH:15]=[CH:16][C:17]([O:23]C)=[C:18]([O:21]C)[C:19]=3[O:20][C:10]3[C:11]2=[C:6]([CH:7]=[CH:8][CH:9]=3)[CH2:5]1)[CH2:2][CH3:3].B(Br)(Br)Br.CO>ClCCl>[CH2:1]([N:4]1[CH2:13][CH:12]2[C:14]3[CH:15]=[CH:16][C:17]([OH:23])=[C:18]([OH:21])[C:19]=3[O:20][C:10]3[C:11]2=[C:6]([CH:7]=[CH:8][CH:9]=3)[CH2:5]1)[CH2:2][CH3:3]. The solvent is ClCCl (dichloromethane), ClCCl (dichloromethane). Procedure details: The N-propyl amine 12a (0.90 g; 2.8 mmol) was dissolved in 200 ml of dichloromethane and cooled to −78° C. In a separate 250 ml round bottom flask, 125 ml of dry dichloromethane was cooled to −78° C., and 1.4 ml (14.8 mmol) of BBr3 was added via syringe. The BBr3 solution was transferred using a cannula to the flask containing the starting material. The solution was stirred overnight, while the reaction slowly warmed to room temperature. After recooling the solution to −78° C., 50 ml of methanol... Product: C(CC)N1CC=2C=CC=C3C2C(C1)C=1C=CC(=C(C1O3)O)O (N-propyl-8,9-dihydroxy-1,2,3,11b-tetrahydrochromeno[4,3,2-de]isoquinoline). Product: C1(CCCC1)N1CC[C@@H]2C3=C(CC[C@H]12)C(=CC=C3)OC (rac-cis-3-cyclopentyl-2,3,3a,4,5,9b-hexahydro-6-methoxy-1H-benzo[e]indole). The solvent is C1CCOC1 (THF), C1CCOC1 (THF). The reactants are [H-].[Al+3].[Li+].[H-].[H-].[H-] (lithium aluminum hydride), C1(CCCC1)N1C(C[C@@H]2C3=C(CC[C@H]12)C(=CC=C3)OC)=O (rac-cis-3-cyclopentyl-1,3,3a,4,5,9b-hexahydro-6-methoxy-2H-benzo[e]indol-2-one), [NH4+].[Cl-] (NH4Cl). Reported procedure: 0.53 g (0.014 mol) of lithium aluminum hydride was suspended in 25 ml of THF under argon. A solution of 2.0 g (0.007 mol) of rac-cis-3-cyclopentyl-1,3,3a,4,5,9b-hexahydro-6-methoxy-2H-benzo[e]indol-2-one in 50 ml of THF was added dropwise thereto and the mixture was boiled under reflux for 1 hour. 10 ml of a saturated aqueous NH4Cl solution was cautiously added dropwise thereto and the mixture was filtered. The filtrate was extracted with ethyl acetate, the organic phase was washed with water, d... Isolated yield 94.7%. RXN SMILES: [H-].[Al+3].[Li+].[H-].[H-].[H-].[CH:7]1([N:12]2[C@@H:20]3[C@@H:15]([C:16]4[CH:24]=[CH:23][CH:22]=[C:21]([O:25][CH3:26])[C:17]=4[CH2:18][CH2:19]3)[CH2:14][C:13]2=O)[CH2:11][CH2:10][CH2:9][CH2:8]1.[NH4+].[Cl-]>C1COCC1>[CH:7]1([N:12]2[C@@H:20]3[C@@H:15]([C:16]4[CH:24]=[CH:23][CH:22]=[C:21]([O:25][CH3:26])[C:17]=4[CH2:18][CH2:19]3)[CH2:14][CH2:13]2)[CH2:11][CH2:10][CH2:9][CH2:8]1 |f:0.1.2.3.4.5,7.8|. Starting materials: ClC1N(C(C2=CC=CC=C12)=O)C1=NC2=NC(=CC=C2C=C1)Cl (3-chloro-2-(7-chloro-1,8-naphthyridin-2-yl)-1-isoindolinone), C(C)(C)OC(C)C (isopropyl ether), C(CCC)(=O)N1CCC(CC1)C(=O)O (1-butyryl-4-piperidinecarboxylic acid), N12CCCCCC2=NCCC1 (1,8-diazabicyclo[5.4.0]undec-7-ene). Solvent: CN(C=O)C (dimethylformamide). Product: C(CCC)(=O)N1CCC(CC1)C(=O)OC1N(C(C2=CC=CC=C12)=O)C1=NC2=NC(=CC=C2C=C1)Cl (2-(7-Chloro-1,8-naphthyridin-2-yl)-3-oxo-1-isoindolinyl 1-butyryl-4-piperidinecarboxylate). The yield is 40.6%. As a reaction SMILES: Cl[CH:2]1[C:10]2[C:5](=[CH:6][CH:7]=[CH:8][CH:9]=2)[C:4](=[O:11])[N:3]1[C:12]1[CH:21]=[CH:20][C:19]2[C:14](=[N:15][C:16]([Cl:22])=[CH:17][CH:18]=2)[N:13]=1.[C:23]([N:28]1[CH2:33][CH2:32][CH:31]([C:34]([OH:36])=[O:35])[CH2:30][CH2:29]1)(=[O:27])[CH2:24][CH2:25][CH3:26].N12CCCN=C1CCCCC2.C(OC(C)C)(C)C>CN(C)C=O>[C:23]([N:28]1[CH2:29][CH2:30][CH:31]([C:34]([O:36][CH:2]2[C:10]3[C:5](=[CH:6][CH:7]=[CH:8][CH:9]=3)[C:4](=[O:11])[N:3]2[C:12]2[CH:21]=[CH:20][C:19]3[C:14](=[N:15][C:16]([Cl:22])=[CH:17][CH:18]=3)[N:13]=2)=[O:35])[CH2:32][CH2:33]1)(=[O:27])[CH2:24][CH2:25][CH3:26]. Reported procedure: The procedure is as in Example 1, but starting with 3-chloro-2-(7-chloro-1,8-naphthyridin-2-yl)-1-isoindolinone (9.9 g) in anhydrous dimethylformamide (100 cc), 1-butyryl-4-piperidinecarboxylic acid (6 g) and 1,8-diazabicyclo[5.4.0]undec-7-ene (4.6 g). The residue obtained is purified by chromatography on silica (0.063-0.2 mm; 250 g) contained in a column 4.2 cm in diameter [eluant: a mixture of methylene chloride and methanol (99:1 by volume)], collecting 70-cc fractions. Fractions 82 to 110 ar... Starting materials: C=CC(=O)OCC, CC#N, Cl[Cu]Cl, Cl, CC(C)(C)ON=O, Nc1cc(N2C(=O)C3=C(CCCC3)C2=O)c(F)cc1Cl. Yields the product CCOC(=O)C(Cl)Cc1cc(N2C(=O)C3=C(CCCC3)C2=O)c(F)cc1Cl. As a reaction SMILES: [C:28]([CH:29]=[CH2:30])(=[O:31])[O:32][CH2:33][CH3:34].[CH3:36][C:37]#[N:38].[Cl:39][Cu:40][Cl:41].[ClH:35].[N:21]([O:22][C:23]([CH3:24])([CH3:25])[CH3:26])=[O:27].[NH2:1][c:2]1[c:3]([Cl:20])[cH:4][c:5]([F:19])[c:6]([N:8]2[C:9](=[O:18])[C:10]3=[C:11]([C:12]2=[O:13])[CH2:14][CH2:15][CH2:16][CH2:17]3)[cH:7]1>>[c:2]1([CH2:30][CH:29]([C:28](=[O:31])[O:32][CH2:33][CH3:34])[Cl:35])[c:3]([Cl:20])[cH:4][c:5]([F:19])[c:6]([N:8]2[C:9](=[O:18])[C:10]3=[C:11]([C:12]2=[O:13])[CH2:14][CH2:15][CH2:16][CH2:17]3)[cH:7]1. The reactants are CC(=O)[O-].[Na+] (NaOAc), Pd(dppf)C12, ClC1=CC2=C(C=N1)C(=NN2C(C2=CC=CC=C2)(C2=CC=CC=C2)C2=CC=CC=C2)I (6-chloro-3-iodo-1-trityl-1H-pyrazolo[4,3-c]pyridine), CO (MeOH). The solvent is C(Cl)Cl (DCM). Run at temperature 65 celsius, time 3 day. Product: ClC1=CC2=C(C=N1)C(=NN2C(C2=CC=CC=C2)(C2=CC=CC=C2)C2=CC=CC=C2)C(=O)OC (methyl 6-chloro-1-trityl-1H-pyrazolo[4,3-c]pyridine-3-carboxylate), solid. The yield is 91.0%. RXN SMILES: [CH3:1][C:2]([O-:4])=[O:3].[Na+].[Cl:6][C:7]1[N:12]=[CH:11][C:10]2C(I)=[N:14][N:15]([C:16]([C:29]3[CH:34]=[CH:33][CH:32]=[CH:31][CH:30]=3)([C:23]3[CH:28]=[CH:27][CH:26]=[CH:25][CH:24]=3)[C:17]3[CH:22]=[CH:21][CH:20]=[CH:19][CH:18]=3)[C:9]=2[CH:8]=1.[CH3:36]O>C(Cl)Cl>[Cl:6][C:7]1[N:12]=[CH:11][C:10]2[C:1]([C:2]([O:4][CH3:36])=[O:3])=[N:14][N:15]([C:16]([C:23]3[CH:24]=[CH:25][CH:26]=[CH:27][CH:28]=3)([C:29]3[CH:30]=[CH:31][CH:32]=[CH:33][CH:34]=3)[C:17]3[CH:22]=[CH:21][CH:20]=[CH:19][CH:18]=3)[C:9]=2[CH:8]=1 |f:0.1|. Procedure details: A suspension of NaOAc (1.415 g, 17.25 mmol), Pd(dppf)C12 (0.841 g, 1.150 mmol) and 6-chloro-3-iodo-1-trityl-1H-pyrazolo[4,3-c]pyridine (6 g, 11.50 mmol) in MeOH (30 ml) was stirred under CO (120 psi) at 65° C. for 3 days. After reaction, the reaction mixture was diluted with DCM and dry loaded on silica column and purified by column chromatography on silica gel 120 g, eluting with 1:3 EA in Hexane to give the desired product as an off white solid 4.74 g (91% yield). MS ESI calc'd. for C27H20ClN3... Reactants: COc1cc(C(=O)N2CCC(CCCOC3CCCCO3)(c3ccc(Cl)c(Cl)c3)C2)cc(OC)c1OC, Cc1ccc(S(=O)(=O)O)cc1. Product: COc1cc(C(=O)N2CCC(CCCO)(c3ccc(Cl)c(Cl)c3)C2)cc(OC)c1OC. RXN SMILES: [Cl:1][c:2]1[cH:3][c:4]([C:9]2([CH2:28][CH2:29][CH2:30][O:31][CH:32]3[CH2:33][CH2:34][CH2:35][CH2:36][O:37]3)[CH2:10][CH2:11][N:12]([C:14]([c:15]3[cH:16][c:17]([O:25][CH3:26])[c:18]([O:23][CH3:24])[c:19]([O:21][CH3:22])[cH:20]3)=[O:27])[CH2:13]2)[cH:5][cH:6][c:7]1[Cl:8].[c:38]1([CH3:39])[cH:40][cH:41][c:42]([S:43]([OH:44])(=[O:45])=[O:46])[cH:47][cH:48]1>>[Cl:1][c:2]1[cH:3][c:4]([C:9]2([CH2:28][CH2:29][CH2:30][OH:31])[CH2:10][CH2:11][N:12]([C:14]([c:15]3[cH:16][c:17]([O:25][CH3:26])[c:18]([O:23][CH3:24])[c:19]([O:21][CH3:22])[cH:20]3)=[O:27])[CH2:13]2)[cH:5][cH:6][c:7]1[Cl:8].